This data is from the Open Reaction Database (ORD), a public repository of structured organic reaction records. The task is: describe an organic reaction: reactants, conditions, products, and yield Starting materials: COC=1C=C(C=CC1)C1=CC(=C(O1)C)C(CC(C)C)NC1=CC=C(C(=O)O)C=C1 (4-({1-[5-(3-methoxyphenyl)-2-methylfuran-3-yl]-3-methylbutyl}amino)benzoic acid), CNCCC(=O)OCC (ethyl 3-(methylamino)propanoate), Cl.C(C)N=C=NCCCN(C)C (1-ethyl-3-(3-dimethylaminopropyl)carbodiimide hydrochloride), O.OC1=CC=CC=2NN=NC21 (hydroxybenzotriazole monohydrate). Run in C(C)(=O)OCC (Ethyl acetate), CN(C=O)C (N,N-dimethylformamide), C(C)N(CC)CC (triethylamine). Yields the product COC=1C=C(C=CC1)C1=CC(=C(O1)C)C(CC(C)C)NC1=CC=C(C=C1)C(=O)N(CCC(=O)OCC)C (ethyl 3-[{[4-({1-[5-(3-methoxyphenyl)-2-methylfuran-3-yl]-3-methylbutyl}amino)phenyl]carbonyl}(methyl)amino]propanoate). RXN SMILES: [CH3:1][O:2][C:3]1[CH:4]=[C:5]([C:9]2[O:13][C:12]([CH3:14])=[C:11]([CH:15]([NH:20][C:21]3[CH:29]=[CH:28][C:24]([C:25](O)=[O:26])=[CH:23][CH:22]=3)[CH2:16][CH:17]([CH3:19])[CH3:18])[CH:10]=2)[CH:6]=[CH:7][CH:8]=1.[CH3:30][NH:31][CH2:32][CH2:33][C:34]([O:36][CH2:37][CH3:38])=[O:35].Cl.C(N=C=NCCCN(C)C)C.O.OC1C2N=NNC=2C=CC=1>CN(C)C=O.C(OCC)(=O)C.C(N(CC)CC)C>[CH3:1][O:2][C:3]1[CH:4]=[C:5]([C:9]2[O:13][C:12]([CH3:14])=[C:11]([CH:15]([NH:20][C:21]3[CH:29]=[CH:28][C:24]([C:25]([N:31]([CH3:30])[CH2:32][CH2:33][C:34]([O:36][CH2:37][CH3:38])=[O:35])=[O:26])=[CH:23][CH:22]=3)[CH2:16][CH:17]([CH3:18])[CH3:19])[CH:10]=2)[CH:6]=[CH:7][CH:8]=1 |f:2.3,4.5|. Reported procedure: A solution of 4-({1-[5-(3-methoxyphenyl)-2-methylfuran-3-yl]-3-methylbutyl}amino)benzoic acid (197 mg), ethyl 3-(methylamino)propanoate (79 mg), 1-ethyl-3-(3-dimethylaminopropyl)carbodiimide hydrochloride (115 mg), hydroxybenzotriazole monohydrate (92 mg) and triethylamine (84 μL) in N,N-dimethylformamide (10 mL) was stirred at room temperature for 4 hr. Ethyl acetate was added, the mixture was washed with saturated aqueous sodium hydrogen carbonate solution and water, and the organic layer was ... The reactants are NC1=CC=C(OC2CCN(CC2)C(=O)OC(C)(C)C)C=C1 (tert-butyl 4-(4-aminophenoxy)piperidine-1-carboxylate), CC1=CC=C(N=N1)N1CC(C1)C(=O)O (1-(6-methylpyridazin-3-yl)azetidine-3-carboxylic acid), C(C1=CC=CC=C1)OC(=O)N1CC(C1)C(=O)O (1-(benzyloxycarbonyl)azetidine-3-carboxylic acid). The product is CC1=CC=C(N=N1)N1CC(C1)C(=O)NC1=CC=C(O[C@H]2CN(CC2)C(=O)OC(C)(C)C)C=C1 ((R)-tert-butyl 3-(4-(1-(6-methylpyridazin-3-yl)azetidine-3-carboxamido)phenoxy)pyrrolidine-1-carboxylate). RXN SMILES: [NH2:1][C:2]1[CH:21]=[CH:20][C:5]([O:6][CH:7]2[CH2:12][CH2:11][N:10]([C:13]([O:15][C:16]([CH3:19])([CH3:18])[CH3:17])=[O:14])[CH2:9]C2)=[CH:4][CH:3]=1.[CH3:22][C:23]1[N:28]=[N:27][C:26]([N:29]2[CH2:32][CH:31]([C:33](O)=[O:34])[CH2:30]2)=[CH:25][CH:24]=1.C(OC(N1CC(C(O)=O)C1)=O)C1C=CC=CC=1>>[CH3:22][C:23]1[N:28]=[N:27][C:26]([N:29]2[CH2:32][CH:31]([C:33]([NH:1][C:2]3[CH:3]=[CH:4][C:5]([O:6][C@@H:7]4[CH2:12][CH2:11][N:10]([C:13]([O:15][C:16]([CH3:17])([CH3:18])[CH3:19])=[O:14])[CH2:9]4)=[CH:20][CH:21]=3)=[O:34])[CH2:30]2)=[CH:25][CH:24]=1. Procedure: The title compound was prepared as described in Example 1A, substituting (R)-tert-butyl 3-(4-aminophenoxy)pyrrolidine-1-carboxylate for tert-butyl 4-(4-aminophenoxy)piperidine-1-carboxylate and 1-(6-methylpyridazin-3-yl)azetidine-3-carboxylic acid for 1-(benzyloxycarbonyl)azetidine-3-carboxylic acid. Reported procedure: A solution of 5-bromo-N,N-dimethyl-3-(trifluoromethyl)-1H-pyrazole-1-sulfonamide (i.e. the product of Example 11, Step A) (4.50 g, 14.0 mmol) and trifluoroacetic acid (2.0 mL, 26 mmol) was stirred at 25° C. for 4 h. The reaction mixture was diluted with water (20 mL), and sodium hydroxide was added to raise the pH to 12. The solution was extracted with chloroform, dried (MgSO4), and concentrated under reduced pressure to give 2.73 g of the title compound as a yellow light oil. This compound was ... The reactants are BrC1=CC(=NN1S(=O)(=O)N(C)C)C(F)(F)F (5-bromo-N,N-dimethyl-3-(trifluoromethyl)-1H-pyrazole-1-sulfonamide), BrC1=CC(=NN1S(=O)(=O)N(C)C)C(F)(F)F (5-bromo-N,N-dimethyl-3-(trifluoromethyl)-1H-pyrazole-1-sulfonamide), FC(C(=O)O)(F)F (trifluoroacetic acid). Product: BrC1=CC(=NN1)C(F)(F)F (5-bromo-3-(trifluoromethyl)-1H-pyrazole). The solvent is O (water), [OH-].[Na+] (sodium hydroxide). As a reaction SMILES: [Br:1][C:2]1[N:6](S(N(C)C)(=O)=O)[N:5]=[C:4]([C:13]([F:16])([F:15])[F:14])[CH:3]=1.FC(F)(F)C(O)=O>O.[OH-].[Na+]>[Br:1][C:2]1[NH:6][N:5]=[C:4]([C:13]([F:16])([F:15])[F:14])[CH:3]=1 |f:3.4|. The reactants are NC1(C(C2=CC=CC=C2C1=O)=O)C1=C(C=C(C=C1)C(C)C)OC (2-amino-2-(4-isopropyl-2-methoxyphenyl)-2H-inden-1,3-dione), ClC(Cl)(OC(OC(Cl)(Cl)Cl)=O)Cl (triphosgene), ClCCl (dichloromethane), C(C)N (ethylamine). The solvent is C1CCOC1 (THF). Reaction conditions: time 15 minute. Product: C(C)NC(=O)NC1(C(C2=CC=CC=C2C1=O)=O)C1=C(C=C(C=C1)C(C)C)OC (1-Ethyl-3-(2,3-dihydro-2-(4-isopropyl-2-methoxyphenyl)-1,3-dioxo-1H-inden-2-yl)urea). The yield is 73.0%. Reaction SMILES: [NH2:1][C:2]1([C:13]2[CH:18]=[CH:17][C:16]([CH:19]([CH3:21])[CH3:20])=[CH:15][C:14]=2[O:22][CH3:23])[C:10](=[O:11])[C:9]2[C:4](=[CH:5][CH:6]=[CH:7][CH:8]=2)[C:3]1=[O:12].ClC(Cl)(O[C:28](=[O:34])OC(Cl)(Cl)Cl)Cl.[CH2:36]([NH2:38])[CH3:37].ClCCl>C1COCC1>[CH2:36]([NH:38][C:28]([NH:1][C:2]1([C:13]2[CH:18]=[CH:17][C:16]([CH:19]([CH3:21])[CH3:20])=[CH:15][C:14]=2[O:22][CH3:23])[C:10](=[O:11])[C:9]2[C:4](=[CH:5][CH:6]=[CH:7][CH:8]=2)[C:3]1=[O:12])=[O:34])[CH3:37]. Reported procedure: A solution of 2-amino-2-(4-isopropyl-2-methoxyphenyl)-2H-inden-1,3-dione (0.50 g, 1.62 mmol) in anhydrous THF (10 ml) was added triphosgene (0.52 g, 1.77 mmol) and stirred for 15 min. The reaction mixture was concentrated and was dissolved in anhydrous THF (10 ml) and was added ethylamine (2.0M in methanol, 2 mL, 400 mmol) and was stirred for 2 hrs. Concentrated reaction mixture was added dichloromethane to afford the title compound (450 mg, 74%). Starting materials: O=C([O-])[O-], CN(C)C=O, [Cl-], CC#CCOc1ncnc(Cl)c1F, Oc1ccccc1F, [K+], [K+], [NH4+]. Yields the product CC#CCOc1ncnc(Oc2ccccc2F)c1F. Reaction SMILES: [C:14](=[O:15])([O-:16])[O-:17].[CH3:30][N:31]([CH3:32])[CH:33]=[O:34].[Cl-:28].[Cl:1][c:2]1[n:3][cH:4][n:5][c:6]([O:9][CH2:10][C:11]#[C:12][CH3:13])[c:7]1[F:8].[F:20][c:21]1[c:22]([OH:27])[cH:23][cH:24][cH:25][cH:26]1.[K+:18].[K+:19].[NH4+:29]>>[c:2]1([O:27][c:22]2[c:21]([F:20])[cH:26][cH:25][cH:24][cH:23]2)[n:3][cH:4][n:5][c:6]([O:9][CH2:10][C:11]#[C:12][CH3:13])[c:7]1[F:8].